Task: describe an organic reaction: reactants, conditions, products, and yield. Dataset: the Open Reaction Database (ORD), a public repository of structured organic reaction records Reactants: OC(C1=CC=CC=C1)C(=O)C=1C=NC=CC1 (3-Pyridyl α-hydroxybenzyl ketone), [S-]C#N.[NH4+] (ammonium thiocyanate). The solvent is C(CC)O (1-propanol). Product: C1(=CC=CC=C1)C=1N=C(NC1C=1C=NC=CC1)S (4-phenyl-5-(3-pyridyl)-1H-2-imidazolethiol). Yield: 44.3%. RXN SMILES: O[CH:2]([C:9]([C:11]1[CH:12]=[N:13][CH:14]=[CH:15][CH:16]=1)=O)[C:3]1[CH:8]=[CH:7][CH:6]=[CH:5][CH:4]=1.[S-:17][C:18]#[N:19].[NH4+:20]>C(O)CC>[C:3]1([C:2]2[N:19]=[C:18]([SH:17])[NH:20][C:9]=2[C:11]2[CH:12]=[N:13][CH:14]=[CH:15][CH:16]=2)[CH:8]=[CH:7][CH:6]=[CH:5][CH:4]=1 |f:1.2|. Procedure: 3-Pyridyl α-hydroxybenzyl ketone (8.15 g; 38.3 mmoles) was reacted with 7.5 g (0.1 mole) of ammonium thiocyanate in 1-propanol heated at reflux to give 4.3 g of 4-phenyl-5-(3-pyridyl)-1H-2-imidazolethiol, m.p. 317°-323° recrystallized from DMF:H2O (2:1). The product is N#CC1(c2ccc(Br)c(F)c2)CC1. Starting materials: [Br-], BrCCBr, N#CCc1ccc(Br)c(F)c1, Cc1ccccc1, CCCC[N+](CCCC)(CCCC)CCCC, [Na+], [OH-], O. RXN SMILES: [Br-:25].[Br:12][CH2:13][CH2:14][Br:15].[Br:1][c:2]1[c:3]([F:11])[cH:4][c:5]([CH2:8][C:9]#[N:10])[cH:6][cH:7]1.[CH3:18][c:19]1[cH:20][cH:21][cH:22][cH:23][cH:24]1.[CH3:26][CH2:27][CH2:28][CH2:29][N+:30]([CH2:31][CH2:32][CH2:33][CH3:34])([CH2:35][CH2:36][CH2:37][CH3:38])[CH2:39][CH2:40][CH2:41][CH3:42].[Na+:17].[OH-:16].[OH2:43]>>[Br:1][c:2]1[c:3]([F:11])[cH:4][c:5]([C:8]2([C:9]#[N:10])[CH2:13][CH2:14]2)[cH:6][cH:7]1.